This data is from the Open Reaction Database (ORD), a public repository of structured organic reaction records. The task is: describe an organic reaction: reactants, conditions, products, and yield Starting materials: resultant mixture, Cl.[N+](=O)([O-])C=1C=NC=CC1Cl (3-Nitro-4-chloropyridine hydrochloride), C(C)O (ethanol), S(=O)([O-])S(=O)[O-].[Na+].[Na+] (sodium hydrosulfite), S.[Na] (sodium hydrogensulfide). Run at time 40 minute. Product: CC=1SC2=C(N1)C=NC=C2 (2-methyl-5-azabenzothiazole). RXN SMILES: Cl.[N+:2]([C:5]1[CH:6]=[N:7][CH:8]=[CH:9][C:10]=1Cl)([O-])=O.[SH2:12].[Na].S(S([O-])=O)([O-])=O.[Na+].[Na+].[CH2:22](O)[CH3:23]>>[CH3:23][C:22]1[S:12][C:10]2[CH:9]=[CH:8][N:7]=[CH:6][C:5]=2[N:2]=1 |f:0.1,2.3,4.5.6,^1:12|. Procedure: 3-Nitro-4-chloropyridine hydrochloride (2038 mg) was dissolved in ethanol (42 ml), and sodium hydrogensulfide (2148 mg) was added to the solution, followed by stirring for 40 minutes at room temperature. An aqueous solution of sodium hydrosulfite (6.67 g) was added to this reaction mixture, and the resultant mixture was heated and stirred at 80° C. for 12 hours. After insoluble matter was separated by filtration, the solution was concentrated. The concentrate was dissolved in methanol-water, and... Reactants: CN(C)C=O, CCOC(C)=O, N#Cc1cncc(C#Cc2ccc(F)c(CCl)c2)c1, N#C[Na]. Yields the product N#CCc1cc(C#Cc2cncc(C#N)c2)ccc1F. As a reaction SMILES: [CH3:23][N:24]([CH3:25])[CH:26]=[O:27].[CH3:28][CH2:29][O:30][C:31](=[O:32])[CH3:33].[Cl:1][CH2:2][c:3]1[cH:4][c:5]([C:10]#[C:11][c:12]2[cH:13][n:14][cH:15][c:16]([C:17]#[N:18])[cH:19]2)[cH:6][cH:7][c:8]1[F:9].[Na:20][C:21]#[N:22]>>[CH2:2]([c:3]1[cH:4][c:5]([C:10]#[C:11][c:12]2[cH:13][n:14][cH:15][c:16]([C:17]#[N:18])[cH:19]2)[cH:6][cH:7][c:8]1[F:9])[C:21]#[N:22]. Starting materials: [N+](=O)([O-])C(CCCO)[N+](=O)[O-] (4,4-dinitro-1-butanol), C(C)(=O)Cl (acetyl chloride). Solvent: C(Cl)Cl (CH2Cl2). Run at time 90 minute. The product is C(C)(=O)OCCCC([N+](=O)[O-])[N+](=O)[O-] (4,4-Dinitro-1-Butyl Acetate), product. The yield is 87.0%. As a reaction SMILES: [N+:1]([CH:4]([N+:9]([O-:11])=[O:10])[CH2:5][CH2:6][CH2:7][OH:8])([O-:3])=[O:2].[C:12](Cl)(=[O:14])[CH3:13]>C(Cl)Cl>[C:12]([O:8][CH2:7][CH2:6][CH2:5][CH:4]([N+:9]([O-:11])=[O:10])[N+:1]([O-:3])=[O:2])(=[O:14])[CH3:13]. Procedure: This ester was synthesized by treating a solution of 4,4-dinitro-1-butanol (39.2 g, 0.24 mols) in CH2Cl2 (100 ml) with acetyl chloride (22 ml, 24 g, 0.31 mol). After 90 minutes at room temperature, the reaction was quenched with ice water. Separation, drying (MgSO4), and concentration of the organic phase gave the product (42.7 g, 87%) as a light yellow oil; nD =1.4574 (24C). The infrared spectrum of the product had peaks at 2960, 1745, 1575, 1245, and 1060 cm-1. Elemental analyses-Calculated fo... Starting materials: S(=O)(=O)(C(F)(F)F)C1=CC=C(N(CC2=CC=CC=C2)CC2=CC=CC=C2)C=C1 (4-triflyl-N,N-dibenzylaniline). The reagents and catalysts are [Pd] (palladium black). Solvent: C(=O)O.CO (formic acid methanol), C(=O)O.CO (formic acid methanol). Product: S(=O)(=O)(C(F)(F)F)C1=CC=C(N)C=C1 (4-Triflylaniline). RXN SMILES: [S:1]([C:8]1[CH:28]=[CH:27][C:11]([N:12](CC2C=CC=CC=2)CC2C=CC=CC=2)=[CH:10][CH:9]=1)([C:4]([F:7])([F:6])[F:5])(=[O:3])=[O:2]>C(O)=O.CO.[Pd]>[S:1]([C:8]1[CH:28]=[CH:27][C:11]([NH2:12])=[CH:10][CH:9]=1)([C:4]([F:5])([F:6])[F:7])(=[O:3])=[O:2] |f:1.2|. Procedure details: To a stirred solution of 0.1 g of palladium black in 4.4% formic acid-methanol is added 37.3 g (0.1 mole) of 4-triflyl-N,N-dibenzylaniline in 4.4% formic acid-methanol. The reaction is stirred under an argon atmosphere until complete as indicated by thin layer chromatographic analysis. The catalyst is removed by filtration and washed with additional portions of methanol followed by water. The combined methanol and water washes are evaporated, and compound B is purified by distillation.